This data is from the Open Reaction Database (ORD), a public repository of structured organic reaction records. The task is: describe an organic reaction: reactants, conditions, products, and yield Reactants: S(O)(O)(=O)=O (sulfuric acid), [Si](C)(C)(C(C)(C)C)OCC1=CN=CN1C(C(C)(C)O)C1=C(C#N)C(=CC=C1)Cl (2-{1-[5-(tert-Butyldimethylsilanyloxymethyl)-imidazol-1-yl]-2-hydroxy-2-methyl-propyl}-6-chloro-benzonitrile), C([O-])(O)=O.[Na+] (sodium bicarbonate). Run in O (water), O1CCOCC1 (1,4-dioxane), O (water). The product is ClC=1C=CC=C2C(C(OC(C12)=O)(C)C)N1C=NC=C1CO (8-chloro-4-(5-hydroxymethyl-imidazol-1-yl)-3,3-dimethyl-isochroman-1-one). RXN SMILES: [Si]([O:8][CH2:9][C:10]1[N:14]([CH:15]([C:20]2[CH:27]=[CH:26][CH:25]=[C:24]([Cl:28])[C:21]=2[C:22]#N)[C:16]([OH:19])([CH3:18])[CH3:17])[CH:13]=[N:12][CH:11]=1)(C(C)(C)C)(C)C.S(=O)(=O)(O)[OH:30].C(=O)(O)[O-].[Na+]>O1CCOCC1.O>[Cl:28][C:24]1[CH:25]=[CH:26][CH:27]=[C:20]2[C:21]=1[C:22](=[O:30])[O:19][C:16]([CH3:18])([CH3:17])[CH:15]2[N:14]1[C:10]([CH2:9][OH:8])=[CH:11][N:12]=[CH:13]1 |f:2.3|. Reported procedure: 2-{1-[5-(tert-Butyldimethylsilanyloxymethyl)-imidazol-1-yl]-2-hydroxy-2-methyl-propyl}-6-chloro-benzonitrile (0.188 g, 0.616 mmol), prepared in a similar fashion as described in Example 6c is dissolved in 1,4-dioxane (5 mL). Concentrated sulfuric acid (0.130 mL, 2.46 mmol) and water (0.130 mL) are added and the mixture is stirred at reflux for 16 h. After cooling down, the mixture is basified to pH 10 using solid sodium bicarbonate and is then diluted with water and extracted with ethyl acetate ... The reactants are NCC1(CCCC2=CC=C(C=C12)OC)O (1-aminomethyl-7-methoxy-1,2,3,4-tetrahydro-1-naphthalenol), N(=O)[O-].[Na+] (sodium nitrite). Run in C(C)(=O)O (acetic acid), O (water). Conditions: time 2 hour. The product is COC1=CC2=C(CCCC(C2)=O)C=C1 (3-methoxy-6,7,8,9-tetrahydro-5H-benzocyclohepten-6-one). Isolated yield 76.8%. As a reaction SMILES: N[CH2:2][C:3]1([OH:15])[C:12]2[C:7](=[CH:8][CH:9]=[C:10]([O:13][CH3:14])[CH:11]=2)[CH2:6][CH2:5][CH2:4]1.N([O-])=O.[Na+]>C(O)(=O)C.O>[CH3:14][O:13][C:10]1[CH:9]=[CH:8][C:7]2[CH2:6][CH2:5][CH2:4][C:3](=[O:15])[CH2:2][C:12]=2[CH:11]=1 |f:1.2|. Reported procedure: To a solution of 1-aminomethyl-7-methoxy-1,2,3,4-tetrahydro-1-naphthalenol (27.50 g) in 10% aqueous acetic acid solution (250 ml) was added dropwise a solution of sodium nitrite (10.07 g) in water (61 ml) at 8° C.~9° C. The reaction mixture was stirred for 2 hours at the same temperature. The resulting precipitates were collected by filtration. The precipitates were dissolved in ethyl acetate. The solution was dried over magnesium sulfate and evaporated in vacuo. The residue was purified by colu... Reactants: ClC1=NN(C=C1[N+](=O)[O-])C=1C=NC=CC1 (3-(3-chloro-4-nitro-1H-pyrazol-1-yl)pyridine), C(C)(=O)O (acetic acid), C(C)O (ethanol). The reagents and catalysts are [Fe] (iron). The solvent is O (water), O (water). Conditions: temperature 5 celsius, time 18 hour. The product is ClC1=NN(C=C1N)C=1C=NC=CC1 (3-Chloro-1-(pyridin-3-yl)-1H-pyrazol-4-amine). Reaction SMILES: [Cl:1][C:2]1[C:6]([N+:7]([O-])=O)=[CH:5][N:4]([C:10]2[CH:11]=[N:12][CH:13]=[CH:14][CH:15]=2)[N:3]=1.C(O)(=O)C.C(O)C>O.[Fe]>[Cl:1][C:2]1[C:6]([NH2:7])=[CH:5][N:4]([C:10]2[CH:11]=[N:12][CH:13]=[CH:14][CH:15]=2)[N:3]=1. Procedure: To a 100 mL, 3-neck round bottom flask was charged 3-(3-chloro-4-nitro-1H-pyrazol-1-yl)pyridine (2.40 g, 10.7 mmol), acetic acid (4 mL), ethanol (4.8 mL) and water (4.8 mL). The mixture was cooled to 5° C. and iron powder (2.98 g, 53.4 mmol) was added portionwise over ˜15 minutes. The reaction was allowed to stir at 20° C. for 18 hours and diluted to 50 mL with water. The mixture was filtered through Celite® and the filtrate was carefully basified with 50% sodium hydroxide solution. The resultin... Starting materials: N=1N(N=CC1)C1=C(C=CC=C1)C(=O)N1[C@@H]([C@@H](CCC1)C)CN ((2-(2H-1,2,3-triazol-2-yl)phenyl)((2S,3R)-2-(aminomethyl)-3-methylpiperidin-1-yl)methanone), ClC=1OC2=C(N1)C=C(C=C2)Cl (2,5-dichlorobenzoxazole). The product is N=1N(N=CC1)C1=C(C=CC=C1)C(=O)N1[C@@H]([C@@H](CCC1)C)CNC=1OC2=C(N1)C=C(C=C2)Cl ((2-(2H-1,2,3-Triazol-2-yl)phenyl)((2S,3R)-2-(((5-chlorobenzo[d]oxazol-2-yl)amino)methyl)-3-methylpiperidin-1-yl)methanone). RXN SMILES: [N:1]1[N:2]([C:6]2[CH:11]=[CH:10][CH:9]=[CH:8][C:7]=2[C:12]([N:14]2[CH2:19][CH2:18][CH2:17][C@@H:16]([CH3:20])[C@H:15]2[CH2:21][NH2:22])=[O:13])[N:3]=[CH:4][CH:5]=1.Cl[C:24]1[O:25][C:26]2[CH:32]=[CH:31][C:30]([Cl:33])=[CH:29][C:27]=2[N:28]=1>>[N:1]1[N:2]([C:6]2[CH:11]=[CH:10][CH:9]=[CH:8][C:7]=2[C:12]([N:14]2[CH2:19][CH2:18][CH2:17][C@@H:16]([CH3:20])[C@H:15]2[CH2:21][NH:22][C:24]2[O:25][C:26]3[CH:32]=[CH:31][C:30]([Cl:33])=[CH:29][C:27]=3[N:28]=2)=[O:13])[N:3]=[CH:4][CH:5]=1. Procedure details: The title compound was prepared following the same general protocol as described for Example A2 using (2-(2H-1,2,3-triazol-2-yl)phenyl)((2S,3R)-2-(aminomethyl)-3-methylpiperidin-1-yl)methanone and 2,5-dichlorobenzoxazole. MS (ESI) 451 (M+H). Starting materials: ClC(Cl)Cl, NC(=O)c1cc2cc(C(O)(C(F)(F)F)C(F)(F)F)ccc2[nH]1. Product: N#Cc1cc2cc(C(O)(C(F)(F)F)C(F)(F)F)ccc2[nH]1. RXN SMILES: [CH:23]([Cl:24])([Cl:25])[Cl:26].[F:1][C:2]([C:3]([C:4]([F:5])([F:6])[F:7])([OH:8])[c:9]1[cH:10][c:11]2[cH:12][c:13]([C:18](=[O:19])[NH2:20])[nH:14][c:15]2[cH:16][cH:17]1)([F:21])[F:22]>>[F:1][C:2]([C:3]([C:4]([F:5])([F:6])[F:7])([OH:8])[c:9]1[cH:10][c:11]2[cH:12][c:13]([C:18]#[N:20])[nH:14][c:15]2[cH:16][cH:17]1)([F:21])[F:22]. The reactants are CCO, CCOC(=O)c1nn(-c2ccc(OC(F)(F)F)cc2)c2cccc(OC(F)F)c2c1=O, [Na+], [OH-], O. The product is O=C(O)c1nn(-c2ccc(OC(F)(F)F)cc2)c2cccc(OC(F)F)c2c1=O. Reaction SMILES: [CH3:34][CH2:35][OH:36].[F:1][C:2]([O:3][c:4]1[cH:5][cH:6][c:7](-[n:10]2[n:11][c:12]([C:25](=[O:26])[O:27][CH2:28][CH3:29])[c:13](=[O:24])[c:14]3[c:15]([O:20][CH:21]([F:22])[F:23])[cH:16][cH:17][cH:18][c:19]23)[cH:8][cH:9]1)([F:30])[F:31].[Na+:33].[OH-:32].[OH2:37]>>[F:1][C:2]([O:3][c:4]1[cH:5][cH:6][c:7](-[n:10]2[n:11][c:12]([C:25](=[O:26])[OH:27])[c:13](=[O:24])[c:14]3[c:15]([O:20][CH:21]([F:22])[F:23])[cH:16][cH:17][cH:18][c:19]23)[cH:8][cH:9]1)([F:30])[F:31].